Dataset: the Open Reaction Database (ORD), a public repository of structured organic reaction records. Task: describe an organic reaction: reactants, conditions, products, and yield The reactants are O=C(Nc1ccnc(Cl)c1)c1cnc2c(Br)cc(Cl)nn12, COc1ccc(CNC2CC2)cc1, CCN(C(C)C)C(C)C, O=C(Nc1ccnc(Cl)c1)c1cnc2c(Cl)cc(Cl)nn12, CN(C)C=O. Product: COc1ccc(CN(c2cc(Cl)nn3c(C(=O)Nc4ccnc(Cl)c4)cnc23)C2CC2)cc1. Reaction SMILES: [Br:22][c:23]1[c:24]2[n:25]([c:26]([C:27]([NH:28][c:29]3[cH:30][cH:31][n:32][c:33]([Cl:34])[cH:35]3)=[O:36])[cH:37][n:38]2)[n:39][c:40]([Cl:41])[cH:42]1.[CH3:43][O:44][c:45]1[cH:46][cH:47][c:48]([CH2:49][NH:50][CH:51]2[CH2:52][CH2:53]2)[cH:54][cH:55]1.[CH:56]([N:57]([CH2:58][CH3:59])[CH:60]([CH3:61])[CH3:62])([CH3:63])[CH3:64].[Cl:1][c:2]1[cH:3][c:4]([Cl:21])[c:5]2[n:6]([n:7]1)[c:8]([C:11](=[O:12])[NH:13][c:14]1[cH:15][c:16]([Cl:20])[n:17][cH:18][cH:19]1)[cH:9][n:10]2.[O:65]=[CH:66][N:67]([CH3:68])[CH3:69]>>[Cl:1][c:2]1[cH:3][c:4]([N:50]([CH2:49][c:48]2[cH:47][cH:46][c:45]([O:44][CH3:43])[cH:55][cH:54]2)[CH:51]2[CH2:52][CH2:53]2)[c:5]2[n:6]([n:7]1)[c:8]([C:11](=[O:12])[NH:13][c:14]1[cH:15][c:16]([Cl:20])[n:17][cH:18][cH:19]1)[cH:9][n:10]2. Starting materials: C(C1=CC=CC=C1)OC1=CC(N(C=C1)CC(=O)C1=CC=C(C=C1)CO)=O (4-Benzyloxy-1-[2-(4-hydroxymethyl-phenyl)-2-oxo-ethyl]-1H-pyridin-2-one), C(C1=CC=CC=C1)OC1=CC(NN=C1)=O (5-Benzyloxy-2H-pyridazin-3-one), BrCC(=O)C1=CC=C(C=C1)C(C)O (2-Bromo-1-[4-(1-hydroxy-ethyl)-phenyl]-ethanone). Product: C(C1=CC=CC=C1)OC1=CC(N(N=C1)CC(=O)C1=CC=C(C=C1)C(C)O)=O (5-Benzyloxy-2-{2-[4-(1-hydroxy-ethyl)-phenyl]-2-oxo-ethyl}-2H-pyridazin-3-one). Reaction SMILES: C(OC1C=CN(CC(C2C=CC(CO)=CC=2)=O)C(=O)C=1)C1C=CC=CC=1.[CH2:27]([O:34][C:35]1[CH:40]=[N:39][NH:38][C:37](=[O:41])[CH:36]=1)[C:28]1[CH:33]=[CH:32][CH:31]=[CH:30][CH:29]=1.Br[CH2:43][C:44]([C:46]1[CH:51]=[CH:50][C:49]([CH:52]([OH:54])[CH3:53])=[CH:48][CH:47]=1)=[O:45]>>[CH2:27]([O:34][C:35]1[CH:40]=[N:39][N:38]([CH2:43][C:44]([C:46]2[CH:51]=[CH:50][C:49]([CH:52]([OH:54])[CH3:53])=[CH:48][CH:47]=2)=[O:45])[C:37](=[O:41])[CH:36]=1)[C:28]1[CH:33]=[CH:32][CH:31]=[CH:30][CH:29]=1. Reported procedure: 5-Benzyloxy-2-{2-[4-(1-hydroxy-ethyl)-phenyl]-2-oxo-ethyl}-2H-pyridazin-3-one is prepared following preparation 15b (DMSO as solvent) from 624 mg (3.09 mmol) 5-benzyloxy-2H-pyridazin-3-one (preparation 5c) and 750 mg (3.09 mmol) 2-bromo-1-[4-(1-hydroxy-ethyl)phenyl]-ethanone (preparation 30a). Starting materials: CCN(C(C)C)C(C)C, CNCc1ccccc1, CCOC(C)=O, Fc1cnc(Cl)nc1Cl, C1COCCO1. The product is CN(Cc1ccccc1)c1nc(Cl)ncc1F. As a reaction SMILES: [CH2:10]([N:11]([CH:12]([CH3:13])[CH3:14])[CH:15]([CH3:16])[CH3:17])[CH3:18].[CH3:19][NH:20][CH2:21][c:22]1[cH:23][cH:24][cH:25][cH:26][cH:27]1.[CH3:34][CH2:35][O:36][C:37]([CH3:38])=[O:39].[Cl:1][c:2]1[n:3][cH:4][c:5]([F:9])[c:6]([Cl:8])[n:7]1.[O:28]1[CH2:29][CH2:30][O:31][CH2:32][CH2:33]1>>[Cl:1][c:2]1[n:3][cH:4][c:5]([F:9])[c:6]([N:20]([CH3:19])[CH2:21][c:22]2[cH:23][cH:24][cH:25][cH:26][cH:27]2)[n:7]1. Starting materials: intermediate 17, NC=1SC2=C(N1)C=CC(=C2)OS(=O)(=O)C2=CC=C(C=C2)F (4-fluorobenzenesulfonic acid 2-aminobenzothiazol-6-yl ester), C(=O)(OC(C)(C)C)C(C(=O)O)CCCCCCN (Boc-8-aminocaprylic acid), C(C)(C)(C)OC(=O)NCCCCCCCC(=O)NC=1SC2=C(N1)C=CC(=C2)OS(=O)(=O)C2=CC=C(C=C2)F (4-fluorobenzenesulfonic acid 2-(8-tert-butoxycarbonylaminooctanoylamino)benzothiazol-6-yl ester), NC=1SC2=C(N1)C=CC(=C2)OS(=O)(=O)C2=CC=C(C=C2)F (4-fluorobenzenesulfonic acid 2-aminobenzothiazol-6-yl ester). Yields the product C(C)(C)(C)OC(CCCCCCC(=O)NC=1SC2=C(N1)C=CC(=C2)OS(=O)(=O)C2=CC=C(C=C2)F)N=C=O (4-fluorobenzenesulfonic acid 2-(8-tert-butoxy-carbonylaminooctanoylamino)benzothiazol-6-yl ester). RXN SMILES: C(O[C:6]([NH:8][CH2:9][CH2:10][CH2:11][CH2:12][CH2:13][CH2:14][CH2:15][C:16]([NH:18][C:19]1[S:20][C:21]2[CH:27]=[C:26]([O:28][S:29]([C:32]3[CH:37]=[CH:36][C:35]([F:38])=[CH:34][CH:33]=3)(=[O:31])=[O:30])[CH:25]=[CH:24][C:22]=2[N:23]=1)=[O:17])=[O:7])(C)(C)C.NC1SC2C=C(OS(C3C=CC(F)=CC=3)(=O)=O)C=CC=2N=1.C(C(CCCCCCN)C(O)=O)([O:62][C:63]([CH3:66])([CH3:65])[CH3:64])=O>>[C:63]([O:62][CH:9]([N:8]=[C:6]=[O:7])[CH2:10][CH2:11][CH2:12][CH2:13][CH2:14][CH2:15][C:16]([NH:18][C:19]1[S:20][C:21]2[CH:27]=[C:26]([O:28][S:29]([C:32]3[CH:33]=[CH:34][C:35]([F:38])=[CH:36][CH:37]=3)(=[O:30])=[O:31])[CH:25]=[CH:24][C:22]=2[N:23]=1)=[O:17])([CH3:66])([CH3:65])[CH3:64]. Reported procedure: According to the method of intermediate 17, 4-fluorobenzenesulfonic acid 2-(8-tert-butoxycarbonylaminooctanoylamino)benzothiazol-6-yl ester is pre-pared by combining 4-fluorobenzenesulfonic acid 2-aminobenzothiazol-6-yl ester (intermediate 16) with Boc-8-aminocaprylic acid. Starting materials: N1CC(C1)NC(OC(C)(C)C)=O (tert-butyl azetidin-3-ylcarbamate), CC1=CC=C(C=C1)S(=O)(=O)OC1=NC(=NC=2C3(CCCC12)CCCC3)N (2′-amino-6′,7′-dihydro-5′H-spiro[cyclopentane-1,8′-quinazoline]-4′-yl 4-methylbenzenesulfonate). Product: NC1CN(C1)C1=NC(=NC=2C3(CCCC12)CCCC3)N (4′-(3-aminoazetidin-1-yl)-6′,7′-dihydro-5′H-spiro[cyclopentane-1,8′-quinazolin]-2′-amine). As a reaction SMILES: [NH:1]1[CH2:4][CH:3]([NH:5]C(=O)OC(C)(C)C)[CH2:2]1.CC1C=CC(S(O[C:24]2[C:33]3[CH2:32][CH2:31][CH2:30][C:29]4([CH2:37][CH2:36][CH2:35][CH2:34]4)[C:28]=3[N:27]=[C:26]([NH2:38])[N:25]=2)(=O)=O)=CC=1>>[NH2:5][CH:3]1[CH2:2][N:1]([C:24]2[C:33]3[CH2:32][CH2:31][CH2:30][C:29]4([CH2:37][CH2:36][CH2:35][CH2:34]4)[C:28]=3[N:27]=[C:26]([NH2:38])[N:25]=2)[CH2:4]1. Procedure details: The title compound was prepared according to the procedures of Examples 1G and 1H, substituting tert-butyl azetidin-3-ylcarbamate for the product from Example 1D. 1H NMR (300 MHz, CDCl3) δ 4.49 (br, 2H), 3.33 (m, 4H), 2.38-2.52 (m, 3H), 2.02-2.22 (m, 4H), 1.79-1.93 (m, 2H), 1.53-1.68 (m, 6H). MS (DCI+) m/z 274 (M+H). The reactants are ClC(C)OC(=O)N1CCC(CC1)(C1=CC=CC=C1)CNC(=O)OC(C)(C)C (4-(tert-butoxycarbonylaminomethyl)-4-phenylpiperidine-1-carboxylic acid 1-chloroethyl ester). The solvent is CO (MeOH). Reaction conditions: temperature 60 celsius, time 5 hour. Yields the product C(C)(C)(C)OC(NCC1(CCNCC1)C1=CC=CC=C1)=O ((4-phenylpiperidin-4-ylmethyl) carbamic acid tert-butyl ester). RXN SMILES: ClC(OC([N:7]1[CH2:12][CH2:11][C:10]([CH2:19][NH:20][C:21]([O:23][C:24]([CH3:27])([CH3:26])[CH3:25])=[O:22])([C:13]2[CH:18]=[CH:17][CH:16]=[CH:15][CH:14]=2)[CH2:9][CH2:8]1)=O)C>CO>[C:24]([O:23][C:21](=[O:22])[NH:20][CH2:19][C:10]1([C:13]2[CH:14]=[CH:15][CH:16]=[CH:17][CH:18]=2)[CH2:11][CH2:12][NH:7][CH2:8][CH2:9]1)([CH3:27])([CH3:25])[CH3:26]. Reported procedure: A mixture of 4-(tert-butoxycarbonylaminomethyl)-4-phenylpiperidine-1-carboxylic acid 1-chloroethyl ester in MeOH is stirred at 60° C. for 5 h, then the reaction mixture is concentrated in vacuo to give (4-phenylpiperidin-4-ylmethyl) carbamic acid tert-butyl ester, which is directly used for the next reaction without further purification.